This data is from the Open Reaction Database (ORD), a public repository of structured organic reaction records. The task is: describe an organic reaction: reactants, conditions, products, and yield Run at time 19 hour. Starting materials: solution, Cl (hydrochloric acid), [OH-].[Na+] (NaOH), CCOC(=O)[C@H](CCC=1C=CC=CC1)N[C@@H](C)C(=O)N2[C@H]3CCCC[C@@H]3C[C@H]2C(=O)O (Trandolapril). Product: C[C@@H](C(=O)N1[C@H]2CCCC[C@@H]2C[C@H]1C(=O)O)N[C@@H](CCC=3C=CC=CC3)C(=O)O (Trandolaprilat), HClO4, [Cl-] (chloride). Reaction SMILES: [OH-].[Na+].CC[O:5][C:6]([C@@H:8]([NH:17][C@H:18]([C:20]([N:22]1[C@H:30]([C:31]([OH:33])=[O:32])[CH2:29][C@@H:28]2[C@@H:23]1[CH2:24][CH2:25][CH2:26][CH2:27]2)=[O:21])[CH3:19])[CH2:9][CH2:10][C:11]1[CH:12]=[CH:13][CH:14]=[CH:15][CH:16]=1)=[O:7].[ClH:34]>O.C(O)C>[CH3:19][C@H:18]([NH:17][C@H:8]([C:6]([OH:7])=[O:5])[CH2:9][CH2:10][C:11]1[CH:12]=[CH:13][CH:14]=[CH:15][CH:16]=1)[C:20]([N:22]1[C@H:30]([C:31]([OH:33])=[O:32])[CH2:29][C@@H:28]2[C@@H:23]1[CH2:24][CH2:25][CH2:26][CH2:27]2)=[O:21].[Cl-:34] |f:0.1|. Run in O (water), C(C)O (ethanol), O (water). Procedure: A solution of NaOH (0.92 g, 21.74 mmol; assay=94.52%), water (22 ml), ethanol (22 ml, technical grade, contains ˜5% 2-propanol) and Trandolapril (4.5 g, 10.39 mmol; assay=99.4%) was stirred at an internal temperature ranging from about 20° C. to about 25° C. for 19 hours. After an in process control showed an almost complete saponification (by HPLC), the reaction mixture was concentrated in vacuo to an amount of 24.42 g. This clear solution (pH=13) was slowly added to a mixture of 2N aqueous hyd... Starting materials: CC(C)(OC(=O)N(CCC(=O)NNC(=O)N1C2=C(OC3=C(C1)C=CC=C3)C=CC(=C2)Cl)CC=2SC=CC2)C (8-chlorodibenz[b,f][1,4]oxazepine-10(11H)-carboxylic acid, 2-[3-[[(1,1-dimethylethoxy)carbonyl](2-thienylmethyl)amino]-1-oxopropyl]hydrazide), ClC1=CC2=C(OC3=C(CN2C(=O)NN)C=CC=C3)C=C1 (8-chlorodibenz[b,f][1,41oxazepine-10(11H)-carboxylic acid, hydrazide), CC(C)(OC(=O)N(CCC(=O)O)CC=1OC=CC1)C (3-[[(1,1-dimethylethoxy)carbonyl]-(2-furanylmethyl)-amino]propanoic acid). Product: CC(C)(OC(=O)N(CCC(=O)NNC(=O)N1C2=C(OC3=C(C1)C=CC=C3)C=CC(=C2)Cl)CC=2OC=CC2)C (8-chlorodibenz[b,f][1,4]oxazepine-10(11H)-carboxylic acid, 2-[3-[[(1,1-dimethylethoxy)carbonyl](2-furanylmethyl)amino]-1-oxopropyl]hydrazide), product. The yield is 71.0%. Reaction SMILES: [CH3:1][C:2]([CH3:38])([O:4][C:5]([N:7]([CH2:32][C:33]1S[CH:35]=[CH:36][CH:37]=1)[CH2:8][CH2:9][C:10]([NH:12][NH:13][C:14]([N:16]1[CH2:22][C:21]2[CH:23]=[CH:24][CH:25]=[CH:26][C:20]=2[O:19][C:18]2[CH:27]=[CH:28][C:29]([Cl:31])=[CH:30][C:17]1=2)=[O:15])=[O:11])=[O:6])[CH3:3].CC(C)([O:42]C(N(CC1OC=CC=1)CCC(O)=O)=O)C.ClC1C=CC2OC3C=CC=CC=3CN(C(NN)=O)C=2C=1>>[CH3:1][C:2]([CH3:38])([O:4][C:5]([N:7]([CH2:32][C:33]1[O:42][CH:35]=[CH:36][CH:37]=1)[CH2:8][CH2:9][C:10]([NH:12][NH:13][C:14]([N:16]1[CH2:22][C:21]2[CH:23]=[CH:24][CH:25]=[CH:26][C:20]=2[O:19][C:18]2[CH:27]=[CH:28][C:29]([Cl:31])=[CH:30][C:17]1=2)=[O:15])=[O:11])=[O:6])[CH3:3]. Procedure details: 8-chlorodibenz[b,f][1,4]oxazepine-10(11H)-carboxylic acid, 2-[3-[[(1,1-dimethylethoxy)carbonyl](2-furanylmethyl)amino]-1-oxopropyl]hydrazide (24) was prepared in the same manner as 8-chlorodibenz[b,f][1,4]oxazepine-10(11H)-carboxylic acid, 2-[3-[[(1,1-dimethylethoxy)carbonyl](2-thienylmethyl)amino]-1-oxopropyl]hydrazide (17), as described above in Example 17, on a 0.63 mmol scale from 3-[[(1,1-dimethylethoxy)carbonyl]-(2-furanylmethyl)-amino]propanoic acid (23), prepared as described above in Ex...